Dataset: the Open Reaction Database (ORD), a public repository of structured organic reaction records. Task: describe an organic reaction: reactants, conditions, products, and yield The reactants are CCOC(C)=O, CCO, CC(=O)NCC12OC1c1cc([N+](=O)[O-])ccc1OC2(C)C, O=C1CCCN1, C1COCCO1, O. The product is CC(=O)NCC1=C(N2CCCC2=O)c2cc([N+](=O)[O-])ccc2OC1(C)C. Reaction SMILES: [CH3:29][CH2:30][O:31][C:32](=[O:33])[CH3:34].[CH3:35][CH2:36][OH:37].[N+:1](=[O:2])([O-:3])[c:4]1[cH:5][cH:6][c:7]2[c:8]([cH:21]1)[CH:9]1[C:10]([CH2:16][NH:17][C:18]([CH3:19])=[O:20])([C:11]([CH3:13])([CH3:14])[O:12]2)[O:15]1.[NH:22]1[C:23](=[O:27])[CH2:24][CH2:25][CH2:26]1.[O:38]1[CH2:39][CH2:40][O:41][CH2:42][CH2:43]1.[OH2:28]>>[N+:1](=[O:2])([O-:3])[c:4]1[cH:5][cH:6][c:7]2[c:8]([cH:21]1)[C:9]([N:22]1[C:23](=[O:27])[CH2:24][CH2:25][CH2:26]1)=[C:10]([CH2:16][NH:17][C:18]([CH3:19])=[O:20])[C:11]([CH3:13])([CH3:14])[O:12]2.